From a dataset of the Open Reaction Database (ORD), a public repository of structured organic reaction records. describe an organic reaction: reactants, conditions, products, and yield Yield: 81.2%. Reported procedure: 10 g of tryptamine and 10 g of cyclohexylcarbonyl chloride were treated in the same manner as described in Example 4-(1). 13.7 g of N-cyclohexylcarbonyl-tryptamine (i.e., 3-(2-cyclohexylcarbonylaminoethyl)-indole) were thereby obtained. Yield: 81.2% Reactants: NCCC1=CNC2=CC=CC=C12 (tryptamine), C1(CCCCC1)C(=O)Cl (cyclohexylcarbonyl chloride). Product: C1(CCCCC1)C(=O)NCCC1=CNC2=CC=CC=C12 (N-cyclohexylcarbonyl-tryptamine). Reaction SMILES: [NH2:1][CH2:2][CH2:3][C:4]1[C:12]2[C:7](=[CH:8][CH:9]=[CH:10][CH:11]=2)[NH:6][CH:5]=1.[CH:13]1([C:19](Cl)=[O:20])[CH2:18][CH2:17][CH2:16][CH2:15][CH2:14]1>>[CH:13]1([C:19]([NH:1][CH2:2][CH2:3][C:4]2[C:12]3[C:7](=[CH:8][CH:9]=[CH:10][CH:11]=3)[NH:6][CH:5]=2)=[O:20])[CH2:18][CH2:17][CH2:16][CH2:15][CH2:14]1. Starting materials: ClCC(CO)(C)C (3-chloro-2,2-dimethylpropanol), O1CCCC=C1 (2,3-dihydropyran), O (water). The reagents and catalysts are C12(C(=O)CC(CC1)C2(C)C)CS(=O)(=O)O (camphor sulfonic acid). Solvent: C(C)(=O)OCC (ethyl acetate). Run at time 19 hour. Product: ClCC(COC1OCCCC1)(C)C (2-(3-chloro-2,2-dimethylpropoxy)tetrahydropyran). Isolated yield 72.0%. RXN SMILES: [Cl:1][CH2:2][C:3]([CH3:7])([CH3:6])[CH2:4][OH:5].[O:8]1[CH:13]=[CH:12][CH2:11][CH2:10][CH2:9]1.O>C(OCC)(=O)C.C12(CS(O)(=O)=O)C(C)(C)C(CC1)CC2=O>[Cl:1][CH2:2][C:3]([CH3:7])([CH3:6])[CH2:4][O:5][CH:9]1[CH2:10][CH2:11][CH2:12][CH2:13][O:8]1. Reported procedure: To a solution of 3-chloro-2,2-dimethylpropanol (5.0 g) and 2,3-dihydropyran (4.12 g) in ethyl acetate (20 ml) was added camphor sulfonic acid (57 mg), and the mixture was stirred for 19 hours. To the mixture was added water, and the mixture was extracted with ethyl acetate. The organic layer was washed with O.1N sodium hydroxide solution and saturated brine, and dried with magnesium sulfate. The solvent was evaporated under reduced pressure and distilled under reduced pressure (2 mmHg, 108° C.) ...